This data is from the Open Reaction Database (ORD), a public repository of structured organic reaction records. The task is: describe an organic reaction: reactants, conditions, products, and yield Starting materials: OC1=CC=C(C=C1)CC(=O)OCC1=CC=CC=C1 (benzyl 2-(4-hydroxyphenyl)acetate), N1=C(C=CC=C1C)C (2,6-lutidine), [Si](C(C)C)(C(C)C)(C(C)C)OS(=O)(=O)C(F)(F)F (TIPS-OTf), NH4Cl(sat). The solvent is C(Cl)Cl (CH2Cl2). Run at temperature 0 celsius, time 2.5 hour. Product: C(C)(C)[Si](OC1=CC=C(C=C1)CC(=O)OCC1=CC=CC=C1)(C(C)C)C(C)C (benzyl 2-(4-(triisopropylsiloxy)phenyl)acetate). As a reaction SMILES: [OH:1][C:2]1[CH:7]=[CH:6][C:5]([CH2:8][C:9]([O:11][CH2:12][C:13]2[CH:18]=[CH:17][CH:16]=[CH:15][CH:14]=2)=[O:10])=[CH:4][CH:3]=1.N1C(C)=CC=CC=1C.[Si:27](OS(C(F)(F)F)(=O)=O)([CH:34]([CH3:36])[CH3:35])([CH:31]([CH3:33])[CH3:32])[CH:28]([CH3:30])[CH3:29]>C(Cl)Cl>[CH:28]([Si:27]([CH:34]([CH3:36])[CH3:35])([CH:31]([CH3:33])[CH3:32])[O:1][C:2]1[CH:3]=[CH:4][C:5]([CH2:8][C:9]([O:11][CH2:12][C:13]2[CH:14]=[CH:15][CH:16]=[CH:17][CH:18]=2)=[O:10])=[CH:6][CH:7]=1)([CH3:30])[CH3:29]. Reported procedure: To benzyl 2-(4-hydroxyphenyl)acetate (E301) in CH2Cl2 at 0° C. was added 2,6-lutidine and TIPS-OTf and the solution stirred for 2.5 h at 0° C. The mixture was poured into NH4Cl(sat) and extracted with CH2Cl2. The combined organics were dried (Na2SO4), filtered, and evaporated. Column chromatography (SiO2, 0-15% EtOAc/Hex) gave pure benzyl 2-(4-(triisopropylsiloxy)phenyl)acetate (E302).